From a dataset of the Open Reaction Database (ORD), a public repository of structured organic reaction records. describe an organic reaction: reactants, conditions, products, and yield The yield is 23.5%. Reported procedure: To a 20 mL glass microwave tube containing 2-cyclopropyl-5-(3-(4,4,5,5-tetramethyl-1,3,2-dioxaborolan-2-yl)-1-tosyl-1H-indol-5-yl)-1,3,4-oxadiazole (340 mg, 0.673 mmol) was added 2-bromo-4-cyclopropylpyrimidine (154 mg, 0.774 mmol) (CombiPhos Catalysts Inc.), potassium phosphate (428 mg, 2.018 mmol) (Sigma-Aldrich), dicyclohexyl(2′,4′,6′-triisopropylbiphenyl-2-yl)phosphine (19.24 mg, 0.040 mmol) (Strem), and Pd2(dba)3 (18.48 mg, 0.020 mmol) (Strem). The tube was purged with argon, the solids wer... The product is C1(CC1)C=1OC(=NN1)C=1C=C2C(=CN(C2=CC1)S(=O)(=O)C1=CC=C(C)C=C1)C1=NC=CC(=N1)C1CC1 (2-cyclopropyl-5-(3-(4-cyclopropylpyrimidin-2-yl)-1-tosyl-1H-indol-5-yl)-1,3,4-oxadiazole). Conditions: temperature 100 celsius. As a reaction SMILES: [CH:1]1([C:4]2[O:5][C:6]([C:9]3[CH:10]=[C:11]4[C:15](=[CH:16][CH:17]=3)[N:14]([S:18]([C:21]3[CH:27]=[CH:26][C:24]([CH3:25])=[CH:23][CH:22]=3)(=[O:20])=[O:19])[CH:13]=[C:12]4B3OC(C)(C)C(C)(C)O3)=[N:7][N:8]=2)[CH2:3][CH2:2]1.Br[C:38]1[N:43]=[C:42]([CH:44]2[CH2:46][CH2:45]2)[CH:41]=[CH:40][N:39]=1.P([O-])([O-])([O-])=O.[K+].[K+].[K+].C1(P(C2CCCCC2)C2C=CC=CC=2C2C(C(C)C)=CC(C(C)C)=CC=2C(C)C)CCCCC1>C1C=CC(/C=C/C(/C=C/C2C=CC=CC=2)=O)=CC=1.C1C=CC(/C=C/C(/C=C/C2C=CC=CC=2)=O)=CC=1.C1C=CC(/C=C/C(/C=C/C2C=CC=CC=2)=O)=CC=1.[Pd].[Pd]>[CH:1]1([C:4]2[O:5][C:6]([C:9]3[CH:10]=[C:11]4[C:15](=[CH:16][CH:17]=3)[N:14]([S:18]([C:21]3[CH:22]=[CH:23][C:24]([CH3:25])=[CH:26][CH:27]=3)(=[O:19])=[O:20])[CH:13]=[C:12]4[C:38]3[N:43]=[C:42]([CH:44]4[CH2:46][CH2:45]4)[CH:41]=[CH:40][N:39]=3)=[N:7][N:8]=2)[CH2:2][CH2:3]1 |f:2.3.4.5,7.8.9.10.11|. Reagents/catalysts: C=1C=CC(=CC1)/C=C/C(=O)/C=C/C2=CC=CC=C2.C=1C=CC(=CC1)/C=C/C(=O)/C=C/C2=CC=CC=C2.C=1C=CC(=CC1)/C=C/C(=O)/C=C/C2=CC=CC=C2.[Pd].[Pd] (Pd2(dba)3). Starting materials: C1(CC1)C=1OC(=NN1)C=1C=C2C(=CN(C2=CC1)S(=O)(=O)C1=CC=C(C)C=C1)B1OC(C(O1)(C)C)(C)C (2-cyclopropyl-5-(3-(4,4,5,5-tetramethyl-1,3,2-dioxaborolan-2-yl)-1-tosyl-1H-indol-5-yl)-1,3,4-oxadiazole), rust, BrC1=NC=CC(=N1)C1CC1 (2-bromo-4-cyclopropylpyrimidine), P(=O)([O-])([O-])[O-].[K+].[K+].[K+] (potassium phosphate), C1(CCCCC1)P(C1=C(C=CC=C1)C1=C(C=C(C=C1C(C)C)C(C)C)C(C)C)C1CCCCC1 (dicyclohexyl(2′,4′,6′-triisopropylbiphenyl-2-yl)phosphine). The reactants are C1=CCCCC1, CCO, OC1C(C=Cc2ccc(F)cc2)OC(n2cnc3c(NC4CCOC4)ncnc32)C1O, [OH-], [OH-], [Pd+2]. The product is OC1C(CCc2ccc(F)cc2)OC(n2cnc3c(NC4CCOC4)ncnc32)C1O. As a reaction SMILES: [CH2:35]1[CH2:36][CH:37]=[CH:38][CH2:39][CH2:40]1.[CH3:32][CH2:33][OH:34].[F:1][c:2]1[cH:3][cH:4][c:5]([CH:8]=[CH:9][CH:10]2[CH:11]([OH:31])[CH:12]([OH:30])[CH:13]([n:15]3[c:16]4[n:17][cH:18][n:19][c:20]([NH:24][CH:25]5[CH2:26][O:27][CH2:28][CH2:29]5)[c:21]4[n:22][cH:23]3)[O:14]2)[cH:6][cH:7]1.[OH-:41].[OH-:43].[Pd+2:42]>>[F:1][c:2]1[cH:3][cH:4][c:5]([CH2:8][CH2:9][CH:10]2[CH:11]([OH:31])[CH:12]([OH:30])[CH:13]([n:15]3[c:16]4[n:17][cH:18][n:19][c:20]([NH:24][CH:25]5[CH2:26][O:27][CH2:28][CH2:29]5)[c:21]4[n:22][cH:23]3)[O:14]2)[cH:6][cH:7]1. Starting materials: C1CCOC1, [Li]CCCC, CC(=O)O, COc1cccc2c1nc(C(F)F)n2-c1nc(Cl)nc(N2CCOCC2)n1, Nc1ccc(Cl)nc1, O. The product is COc1cccc2c1nc(C(F)F)n2-c1nc(Nc2ccc(Cl)nc2)nc(N2CCOCC2)n1. As a reaction SMILES: [CH2:41]1[O:42][CH2:43][CH2:44][CH2:45]1.[CH2:9]([Li:10])[CH2:11][CH2:12][CH3:13].[CH3:46][C:47](=[O:48])[OH:49].[Cl:14][c:15]1[n:16][c:17](-[n:27]2[c:28]([CH:38]([F:39])[F:40])[n:29][c:30]3[c:31]2[cH:32][cH:33][cH:34][c:35]3[O:36][CH3:37])[n:18][c:19]([N:21]2[CH2:22][CH2:23][O:24][CH2:25][CH2:26]2)[n:20]1.[NH2:1][c:2]1[cH:3][cH:4][c:5]([Cl:8])[n:6][cH:7]1.[OH2:50]>>[NH:1]([c:2]1[cH:3][cH:4][c:5]([Cl:8])[n:6][cH:7]1)[c:15]1[n:16][c:17](-[n:27]2[c:28]([CH:38]([F:39])[F:40])[n:29][c:30]3[c:31]2[cH:32][cH:33][cH:34][c:35]3[O:36][CH3:37])[n:18][c:19]([N:21]2[CH2:22][CH2:23][O:24][CH2:25][CH2:26]2)[n:20]1. Starting materials: CCOC(=O)CCBr, O=C([O-])[O-], CCC(C)=O, [K+], [K+], O=c1[nH]c(-c2ccccc2)c(-c2ccccc2)n1-c1ccccc1. Yields the product CCOC(=O)CCn1c(-c2ccccc2)c(-c2ccccc2)n(-c2ccccc2)c1=O. As a reaction SMILES: [Br:25][CH2:26][CH2:27][C:28](=[O:29])[O:30][CH2:31][CH3:32].[C:33](=[O:34])([O-:35])[O-:36].[CH3:39][C:40](=[O:41])[CH2:42][CH3:43].[K+:37].[K+:38].[c:1]1(-[n:7]2[c:8](=[O:24])[nH:9][c:10](-[c:18]3[cH:19][cH:20][cH:21][cH:22][cH:23]3)[c:11]2-[c:12]2[cH:13][cH:14][cH:15][cH:16][cH:17]2)[cH:2][cH:3][cH:4][cH:5][cH:6]1>>[c:1]1(-[n:7]2[c:8](=[O:24])[n:9]([CH2:26][CH2:27][C:28](=[O:29])[O:30][CH2:31][CH3:32])[c:10](-[c:18]3[cH:19][cH:20][cH:21][cH:22][cH:23]3)[c:11]2-[c:12]2[cH:13][cH:14][cH:15][cH:16][cH:17]2)[cH:2][cH:3][cH:4][cH:5][cH:6]1. Product: CCCC=CC(O)C(CO)NC(C)=O. Reactants: CCCC=CC(O)C(CO)NC(=O)CCCCCCC, CC(=O)Cl. As a reaction SMILES: [C:1]([CH2:2][CH2:3][CH2:4][CH2:5][CH2:6][CH2:7][CH3:8])(=[O:9])[NH:10][CH:11]([CH2:12][OH:13])[CH:14]([CH:15]=[CH:16][CH2:17][CH2:18][CH3:19])[OH:20].[CH3:21][C:22](=[O:23])[Cl:24]>>[C:1]([CH3:2])(=[O:9])[NH:10][CH:11]([CH2:12][OH:13])[CH:14]([CH:15]=[CH:16][CH2:17][CH2:18][CH3:19])[OH:20]. Starting materials: C1(CCCCC1)CS(=O)(=O)N1[C@@H](CCCC1)/C(/N)=N/O ((Z)-(2S)-1-[cyclohexylmethylsulfonyl]-N′2-hydroxy-2-piperidinecarboximidamide), C(C)(C)(C)OC(=O)N1CCN(CC1)CCC(=O)O (3-[4-(tert-butoxycarbonyl)piperazino]propanoic acid). Product: N\C(\[C@H]1N(CCCC1)S(=O)(=O)CC1CCCCC1)=N/OC(CCN1CCN(CC1)C(=O)OC(C)(C)C)=O (tert-butyl 4-(3-[((Z)-amino(2S)-1-[(cyclohexylmethyl)sulfonyl]-2-piperidylmethylidene)amino]oxy-3-oxopropyl)-1-piperazinecarboxylate). As a reaction SMILES: [CH:1]1([CH2:7][S:8]([N:11]2[CH2:16][CH2:15][CH2:14][CH2:13][C@H:12]2/[C:17](=[N:19]/[OH:20])/[NH2:18])(=[O:10])=[O:9])[CH2:6][CH2:5][CH2:4][CH2:3][CH2:2]1.[C:21]([O:25][C:26]([N:28]1[CH2:33][CH2:32][N:31]([CH2:34][CH2:35][C:36](O)=[O:37])[CH2:30][CH2:29]1)=[O:27])([CH3:24])([CH3:23])[CH3:22]>>[NH2:18]/[C:17](=[N:19]\[O:20][C:36](=[O:37])[CH2:35][CH2:34][N:31]1[CH2:32][CH2:33][N:28]([C:26]([O:25][C:21]([CH3:23])([CH3:22])[CH3:24])=[O:27])[CH2:29][CH2:30]1)/[C@@H:12]1[CH2:13][CH2:14][CH2:15][CH2:16][N:11]1[S:8]([CH2:7][CH:1]1[CH2:2][CH2:3][CH2:4][CH2:5][CH2:6]1)(=[O:9])=[O:10]. Procedure: The title compound was prepared by a similar method to Preparation 5 from (Z)-(2S)-1-[cyclohexylmethylsulfonyl]-N′2-hydroxy-2-piperidinecarboximidamide [see Preparation 28] and 3-[4-(tert-butoxycarbonyl)piperazino]propanoic acid [see Preparation 90] to afford tert-butyl 4-(3-[((Z)-amino(2S)-1-[(cyclohexylmethyl)sulfonyl]-2-piperidylmethylidene)amino]oxy-3-oxopropyl)-1-piperazinecarboxylate as a brown oil. The reactants are O=C([O-])O, CC(NC(=O)C(C)N(C)C(=O)C(NC(=O)OC(C)(C)C)C(C)C)C(=O)OCc1ccccc1, ClCCl, [Na+], O=C(O)C(F)(F)F. The product is CC(NC(=O)C(C)N(C)C(=O)C(N)C(C)C)C(=O)OCc1ccccc1. Reaction SMILES: [C:41](=[O:42])([OH:43])[O-:44].[CH2:1]([c:2]1[cH:3][cH:4][cH:5][cH:6][cH:7]1)[O:8][C:9]([CH:10]([NH:11][C:12]([CH:13]([N:14]([CH3:15])[C:16]([CH:17]([NH:18][C:19]([O:20][C:21]([CH3:22])([CH3:23])[CH3:24])=[O:25])[CH:26]([CH3:27])[CH3:28])=[O:29])[CH3:30])=[O:31])[CH3:32])=[O:33].[Cl:46][CH2:47][Cl:48].[Na+:45].[OH:34][C:35]([C:36]([F:37])([F:38])[F:39])=[O:40]>>[CH2:1]([c:2]1[cH:3][cH:4][cH:5][cH:6][cH:7]1)[O:8][C:9]([CH:10]([NH:11][C:12]([CH:13]([N:14]([CH3:15])[C:16]([CH:17]([NH2:18])[CH:26]([CH3:27])[CH3:28])=[O:29])[CH3:30])=[O:31])[CH3:32])=[O:33]. The reactants are COC=C(C(=O)OC)C(=O)OC, CN(C)C=O, CCC(C)C(C)C(=O)Nc1ccc2ncnc(N)c2c1, O. The product is CCC(C)C(C)C(=O)Nc1ccc2ncnc(NC=C(C(=O)OC)C(=O)OC)c2c1. RXN SMILES: [CH3:21][O:22][CH:23]=[C:24]([C:25](=[O:26])[O:27][CH3:28])[C:29](=[O:30])[O:31][CH3:32].[CH3:34][N:35]([CH3:36])[CH:37]=[O:38].[NH2:1][c:2]1[n:3][cH:4][n:5][c:6]2[cH:7][cH:8][c:9]([NH:12][C:13]([CH:14]([CH:15]([CH2:16][CH3:17])[CH3:18])[CH3:19])=[O:20])[cH:10][c:11]12.[OH2:33]>>[NH:1]([c:2]1[n:3][cH:4][n:5][c:6]2[cH:7][cH:8][c:9]([NH:12][C:13]([CH:14]([CH:15]([CH2:16][CH3:17])[CH3:18])[CH3:19])=[O:20])[cH:10][c:11]12)[CH:23]=[C:24]([C:25](=[O:26])[O:27][CH3:28])[C:29](=[O:30])[O:31][CH3:32]. Reactants: BrC=1C(=NC(=NC1S(=O)C)N)C=1OC=CC1 (5-bromo-4-furan-2-yl-6-methanesulfinyl-pyrimidin-2-yl-amine), M{79Br} H+, COC1=CC=C(C=C1)CCN (2-(4-methoxyphenyl)ethylamine), M{81Br} H+. Run in O1CCOCC1 (dioxane). Yields the product BrC=1C(=NC(=NC1C=1OC=CC1)N)NCCC1=CC=C(C=C1)OC (5-Bromo-6-furan-2-yl-N4-[2-(4-methoxy-phenyl)-ethyl]-pyrimidine-2,4-diamine). RXN SMILES: [Br:1][C:2]1[C:3]([C:12]2[O:13][CH:14]=[CH:15][CH:16]=2)=[N:4][C:5]([NH2:11])=[N:6][C:7]=1S(C)=O.[CH3:17][O:18][C:19]1[CH:24]=[CH:23][C:22]([CH2:25][CH2:26][NH2:27])=[CH:21][CH:20]=1>O1CCOCC1>[Br:1][C:2]1[C:7]([NH:27][CH2:26][CH2:25][C:22]2[CH:23]=[CH:24][C:19]([O:18][CH3:17])=[CH:20][CH:21]=2)=[N:6][C:5]([NH2:11])=[N:4][C:3]=1[C:12]1[O:13][CH:14]=[CH:15][CH:16]=1. Procedure: From 5-bromo-4-furan-2-yl-6-methanesulfinyl-pyrimidin-2-yl-amine and 2-(4-methoxyphenyl)ethylamine in dioxane. ES-MS m/e (%): 391 (M{81Br}+H+, 100), 389 (M{79Br}+H+, 99). The reactants are C1CCOC1, COC(=O)CCc1ccc(Oc2ccc(C(NC(=O)OC(C)(C)C)C(=O)N(C)C)cc2)cc1, [Li+], [OH-], O. The product is CN(C)C(=O)C(NC(=O)OC(C)(C)C)c1ccc(Oc2ccc(CCC(=O)O)cc2)cc1. Reaction SMILES: [CH2:36]1[O:37][CH2:38][CH2:39][CH2:40]1.[CH3:1][O:2][C:3]([CH2:4][CH2:5][c:6]1[cH:7][cH:8][c:9]([O:12][c:13]2[cH:14][cH:15][c:16]([CH:19]([C:20]([N:21]([CH3:22])[CH3:23])=[O:24])[NH:25][C:26](=[O:27])[O:28][C:29]([CH3:30])([CH3:31])[CH3:32])[cH:17][cH:18]2)[cH:10][cH:11]1)=[O:33].[Li+:34].[OH-:35].[OH2:41]>>[O:2]=[C:3]([CH2:4][CH2:5][c:6]1[cH:7][cH:8][c:9]([O:12][c:13]2[cH:14][cH:15][c:16]([CH:19]([C:20]([N:21]([CH3:22])[CH3:23])=[O:24])[NH:25][C:26](=[O:27])[O:28][C:29]([CH3:30])([CH3:31])[CH3:32])[cH:17][cH:18]2)[cH:10][cH:11]1)[OH:33].